Dataset: the Open Reaction Database (ORD), a public repository of structured organic reaction records. Task: describe an organic reaction: reactants, conditions, products, and yield The reactants are [OH-].[Na+] (sodium hydroxide), C1(=C(C=CC=C1)N)N (o-phenylenediamine), 65, Cl (HCl), ClC(=O)OC (Methyl chloroformate), N#CN (cyanamide). The solvent is O (water). Conditions: temperature 105 celsius, time 45 minute. Yields the product 59.6, N1=C(NC2=C1C=CC=C2)NC(=O)OC (2-benzimidazolecarbamic acid, methyl ester). As a reaction SMILES: [N:1]#[C:2]N.Cl[C:5]([O:7][CH3:8])=[O:6].[OH-].[Na+].[C:11]1([NH2:18])[CH:16]=[CH:15][CH:14]=[CH:13][C:12]=1[NH2:17].Cl>O>[N:17]1[C:12]2[CH:13]=[CH:14][CH:15]=[CH:16][C:11]=2[NH:18][C:2]=1[NH:1][C:5]([O:7][CH3:8])=[O:6] |f:2.3|. Procedure details: To a jacketed reactor equipped with feed ports stirrer, reflux condenser, and pH probe are added 32 parts of 50% cyanamide solution and 100 parts of water. Methyl chloroformate (41.1 parts) and 67 parts of 50% sodium hydroxide solution are changed concurrently so as to maintain the pH of the solution at 7 - 7.5 and the reacton temperature at 40° - 50° C. The solution is held at 50° C. for 45 minutes and then 36 parts of o-phenylenediamine is added. The pH of the solution is held at 3.9 to 4.1 by... Reaction SMILES: CO[C:3]([C:5]1[N:6]=[CH:7][C:8]2[C:9](=[O:23])[N:10]([CH2:16][C:17]3[CH:22]=[CH:21][CH:20]=[CH:19][CH:18]=3)[CH:11]=[CH:12][C:13]=2[C:14]=1[OH:15])=[O:4].[NH2:24][CH2:25][CH2:26][CH2:27][CH2:28][C:29]([OH:31])=[O:30].C[O-].[Na+]>>[CH2:16]([N:10]1[C:9](=[O:23])[C:8]2[CH:7]=[N:6][C:5]([C:3]([NH:24][CH2:25][CH2:26][CH2:27][CH2:28][C:29]([OH:31])=[O:30])=[O:4])=[C:14]([OH:15])[C:13]=2[CH:12]=[CH:11]1)[C:17]1[CH:18]=[CH:19][CH:20]=[CH:21][CH:22]=1 |f:2.3|. The reactants are COC(=O)C=1N=CC=2C(N(C=CC2C1O)CC1=CC=CC=C1)=O (7-benzyl-4-hydroxy-8-oxo-7,8-dihydro-[2,7]naphthyridine-3-carboxylic acid methyl ester), NCCCCC(=O)O (5-aminovaleric acid), C[O-].[Na+] (NaOMe). Product: C(C1=CC=CC=C1)N1C=CC=2C(=C(N=CC2C1=O)C(=O)NCCCCC(=O)O)O (5-[(7-Benzyl-4-hydroxy-8-oxo-7,8-dihydro-[2,7]naphthyridine-3-carbonyl)-amino]-pentanoic acid). The yield is 69.5%. Procedure: A mixture of 7-benzyl-4-hydroxy-8-oxo-7,8-dihydro-[2,7]naphthyridine-3-carboxylic acid methyl ester (50 mg, 0.16 mmol), 5-aminovaleric acid (945 mg, 8.06 mmol) and NaOMe solution (12 mL, 6.05 mmol, 0.5 M in MeOH) was refluxed for 48 h. Solvent was evaporated in vacuo, and the residue was partitioned between water and EtOAc. 1 M HCl was added with vigorous stirring until pH was about 2. The organic layer was dried over MgSO4 and concentrated. The crude product was purified by silica gel chromatog... The reactants are ClC1=C(COC=2C(=NC=C(C2)C=2C=C3C(=CNC3=CC2)C=2CCN(CC2)C)N)C(=CC=C1)Cl (3-(2,6-dichloro-benzyloxy)-5-[3-(1-methyl-1,2,3,6-tetrahydro-pyridin-4-yl)-1H-indol-5-yl]-pyridin-2-ylamine). Reagents/catalysts: [Pd] (Pd/C). Solvent: C(C)(=O)OCC (ethyl acetate), CO (methanol), C(C)(=O)O (acetic acid). Yields the product ClC1=C(COC=2C(=NC=C(C2)C=2C=C3C(=CNC3=CC2)C2CCN(CC2)C)N)C(=CC=C1)Cl (3-(2,6-dichloro-benzyloxy)-5-[3-(1-methyl-piperidin-4-yl)-1H-indol-5-yl]-pyridin-2-ylamine). As a reaction SMILES: [Cl:1][C:2]1[CH:32]=[CH:31][CH:30]=[C:29]([Cl:33])[C:3]=1[CH2:4][O:5][C:6]1[C:7]([NH2:28])=[N:8][CH:9]=[C:10]([C:12]2[CH:13]=[C:14]3[C:18](=[CH:19][CH:20]=2)[NH:17][CH:16]=[C:15]3[C:21]2[CH2:22][CH2:23][N:24]([CH3:27])[CH2:25][CH:26]=2)[CH:11]=1>CO.C(O)(=O)C.C(OCC)(=O)C.[Pd]>[Cl:1][C:2]1[CH:32]=[CH:31][CH:30]=[C:29]([Cl:33])[C:3]=1[CH2:4][O:5][C:6]1[C:7]([NH2:28])=[N:8][CH:9]=[C:10]([C:12]2[CH:13]=[C:14]3[C:18](=[CH:19][CH:20]=2)[NH:17][CH:16]=[C:15]3[CH:21]2[CH2:26][CH2:25][N:24]([CH3:27])[CH2:23][CH2:22]2)[CH:11]=1. Procedure: To a de-gassed solution of 3-(2,6-dichloro-benzyloxy)-5-[3-(1-methyl-1,2,3,6-tetrahydro-pyridin-4-yl)-1H-indol-5-yl]-pyridin-2-ylamine (example I-61, 130 mg, 0.27 mmol) in methanol (50 mL) and acetic acid (5 mL) was added 10% Pd/C (50 mg). The solution was degassed and charged with hydrogen for three times, and then was stirred under hydrogen balloon for over night. The mixture was filtered through a celite pad, washed with methanol, and then condensed. The residue was dissolved in ethyl acetate... The reactants are O=C(O)c1cnc2ccc(Br)cc2c1O, CO, CCOCC, c1ccc(Oc2ccccc2)cc1. Yields the product Oc1ccnc2ccc(Br)cc12. Reaction SMILES: [Br:1][c:2]1[cH:3][c:4]2[c:5]([OH:15])[c:6]([C:12]([OH:13])=[O:14])[cH:7][n:8][c:9]2[cH:10][cH:11]1.[CH3:29][OH:30].[CH3:31][CH2:32][O:33][CH2:34][CH3:35].[O:16]([c:17]1[cH:18][cH:19][cH:20][cH:21][cH:22]1)[c:23]1[cH:24][cH:25][cH:26][cH:27][cH:28]1>>[Br:1][c:2]1[cH:3][c:4]2[c:5]([OH:15])[cH:6][cH:7][n:8][c:9]2[cH:10][cH:11]1. Starting materials: CC(=O)NC1(C(C)C)c2ccccc2-c2[nH]c(=O)c3nccn3c21, CCO, CC(C)OC(C)C, Cl. Product: Cl, CC(C)C1(N)c2ccccc2-c2[nH]c(=O)c3nccn3c21. Reaction SMILES: [C:1](=[O:2])([CH3:3])[NH:4][C:5]1([CH:22]([CH3:23])[CH3:24])[c:6]2[cH:7][cH:8][cH:9][cH:10][c:11]2-[c:12]2[nH:13][c:14](=[O:21])[c:15]3[n:16]([c:17]21)[cH:18][cH:19][n:20]3.[CH3:26][CH2:27][OH:28].[CH:29]([O:30][CH:31]([CH3:32])[CH3:33])([CH3:34])[CH3:35].[ClH:25]>>[ClH:25].[NH2:4][C:5]1([CH:22]([CH3:23])[CH3:24])[c:6]2[cH:7][cH:8][cH:9][cH:10][c:11]2-[c:12]2[nH:13][c:14](=[O:21])[c:15]3[n:16]([c:17]21)[cH:18][cH:19][n:20]3. The reactants are S=C=C1N=CC=N1, CCC(C(N)=O)N1CC(CN)CC1=O, CN(C)C=O. Product: CCC(C(N)=O)N1CC(CN=C=S)CC1=O. As a reaction SMILES: [C:1](=[S:2])=[C:3]1[N:4]=[CH:5][CH:6]=[N:7]1.[NH2:8][CH2:9][CH:10]1[CH2:11][C:12](=[O:21])[N:13]([CH:15]([C:16](=[O:17])[NH2:18])[CH2:19][CH3:20])[CH2:14]1.[O:22]=[CH:23][N:24]([CH3:25])[CH3:26]>>[C:1](=[S:2])=[N:8][CH2:9][CH:10]1[CH2:11][C:12](=[O:21])[N:13]([CH:15]([C:16](=[O:17])[NH2:18])[CH2:19][CH3:20])[CH2:14]1. The reactants are C1(CCCCC1)C1=NC2=CC=CC=C2C(=N1)O (2-Cyclohexyl-4-hydroxyquinazoline), P(=O)(Cl)(Cl)Cl (phosphorus oxychloride), CN(C1=CC=CC=C1)C (N,N-dimethylaniline). Yields the product C1(CCCCC1)C1=NC2=CC=CC=C2C(=N1)Cl (2-cyclohexyl-4-chloroquinazoline). As a reaction SMILES: [CH:1]1([C:7]2[N:16]=[C:15](O)[C:14]3[C:9](=[CH:10][CH:11]=[CH:12][CH:13]=3)[N:8]=2)[CH2:6][CH2:5][CH2:4][CH2:3][CH2:2]1.P(Cl)(Cl)([Cl:20])=O.CN(C)C1C=CC=CC=1>>[CH:1]1([C:7]2[N:16]=[C:15]([Cl:20])[C:14]3[C:9](=[CH:10][CH:11]=[CH:12][CH:13]=3)[N:8]=2)[CH2:6][CH2:5][CH2:4][CH2:3][CH2:2]1. Procedure: 2-Cyclohexyl-4-hydroxyquinazoline was treated with phosphorus oxychloride and N,N-dimethylaniline according to the procedure described in S. Lee et al., J. Med. Chem. 1995, 38(18), 3457, to give a nearly quantitative yield of 2-cyclohexyl-4-chloroquinazoline as a yellow solid, which was used immediately in the next step.